From a dataset of the Open Reaction Database (ORD), a public repository of structured organic reaction records. describe an organic reaction: reactants, conditions, products, and yield Starting materials: CC(=O)C1=CCCCC1, COc1cc2c(cc1OC)CCN=C2, CC(=O)C1=CCCC1, C1=NCCc2ccccc21, Cl. Yields the product COc1cc2c(cc1OC)C1CC(=O)C3CCCCC3N1CC2. RXN SMILES: [CH3:16][C:17](=[O:18])[C:19]1=[CH:20][CH2:21][CH2:22][CH2:23][CH2:24]1.[CH3:2][O:3][c:4]1[cH:5][c:6]2[c:11]([cH:12][c:13]1[O:14][CH3:15])[CH:10]=[N:9][CH2:8][CH2:7]2.[CH3:35][C:36]([C:37]1=[CH:41][CH2:40][CH2:39][CH2:38]1)=[O:42].[CH:25]1=[N:34][CH2:33][CH2:32][c:27]2[c:26]1[cH:31][cH:30][cH:29][cH:28]2.[ClH:1]>>[CH3:2][O:3][c:4]1[cH:5][c:6]2[c:11]([cH:12][c:13]1[O:14][CH3:15])[CH:10]1[N:9]([CH2:8][CH2:7]2)[CH:20]2[CH:19]([C:17](=[O:18])[CH2:16]1)[CH2:24][CH2:23][CH2:22][CH2:21]2. Starting materials: O1CCCC1 (tetrahydrofuran), CN(C=O)C (N,N-dimethylformamide), BrC1=CC=C(COC2=NC=CC=C2F)C=C1 (2-(4-bromo-benzyloxy)-3-fluoro-pyridine), C(CCC)[Li] (n-Butyl lithium). Run in O (Water). Run at temperature -78 celsius, time 45 minute. Yields the product FC=1C(=NC=CC1)OCC1=CC=C(C=O)C=C1 (4-(3-Fluoro-pyridin-2-yloxymethyl)-benzaldehyde). Yield: 53.0%. RXN SMILES: [O:1]1CCC[CH2:2]1.Br[C:7]1[CH:21]=[CH:20][C:10]([CH2:11][O:12][C:13]2[C:18]([F:19])=[CH:17][CH:16]=[CH:15][N:14]=2)=[CH:9][CH:8]=1.C([Li])CCC.CN(C)C=O>O>[F:19][C:18]1[C:13]([O:12][CH2:11][C:10]2[CH:20]=[CH:21][C:7]([CH:2]=[O:1])=[CH:8][CH:9]=2)=[N:14][CH:15]=[CH:16][CH:17]=1. Reported procedure: To a tetrahydrofuran (40 mL) solution of 2-(4-bromo-benzyloxy)-3-fluoro-pyridine (2.03 g, 7.20 mmol) described in Manufacturing Example 149-1-1 was added n-Butyl lithium (5.04 mL, 1.6 M hexane solution, 7.92 mmol) under nitrogen atmosphere at −78° C., which was stirred for 45 minutes at −78° C. Then, N,N-dimethylformamide (725 μL, 9.36 mmol) was added to the reaction mixture at −78° C., which was stirred for 1 hour and 10 minutes while the temperature was raised to room temperature. Water was ad... Starting materials: Cl (hydrochloric acid), C(C)OCC (diethyl ether), COC(=O)C1(OCCOC1)C(C)OS(=O)(=O)C1=CC=C(C=C1)C (2-[1-(toluene-4-sulfonyloxy)-ethyl]-[1,4]dioxane-2-carboxylic acid methyl ester). The solvent is N1(CCCCCC=NCCC1)C1CCCCCCCCCC1 (1,8-diazabicycloundec-7-ene). Yields the product COC(=O)C1(OCCOC1)C=C (2-Vinyl-[1,4]dioxane-2-carboxylic acid methyl ester). Isolated yield 36.5%. RXN SMILES: [CH3:1][O:2][C:3]([C:5]1([CH:11](OS(C2C=CC(C)=CC=2)(=O)=O)[CH3:12])[CH2:10][O:9][CH2:8][CH2:7][O:6]1)=[O:4].Cl.C(OCC)C>N1(C2CCCCCCCCCC2)CCCN=CCCCCC1>[CH3:1][O:2][C:3]([C:5]1([CH:11]=[CH2:12])[CH2:10][O:9][CH2:8][CH2:7][O:6]1)=[O:4]. Procedure: A solution of 2-[1-(toluene-4-sulfonyloxy)-ethyl]-[1,4]dioxane-2-carboxylic acid methyl ester (1.68 g, 4.9 mmol) in 1,8-diazabicycloundec-7-ene (3 mL) was heated in a sealed tube at 130° C. for 2 h. The reaction mixture was cooled to room temperature and 2 M hydrochloric acid and diethyl ether were added. The mixture was extracted with diethyl ether and the organic extracts were combined and washed with brine. The organic solution was filtered through a hydrophobic frit and the filtrate was evap... Starting materials: COC1=CC=C(C=C1)CC(=O)NC1=C(SC=C1)C=1N=C(N(C1)C(C1=CC=CC=C1)(C1=CC=CC=C1)C1=CC=CC=C1)C (2-(4-methoxyphenyl)-N-(2-(2-methyl-1-trityl-1H-imidazol-4-yl)thiophen-3-yl)acetamide). Run in C(=O)(C(F)(F)F)O (TFA). Yields the product COC1=CC=C(C=C1)CC(=O)NC1=C(SC=C1)C=1N=C(NC1)C (2-(4-methoxyphenyl)-N-(2-(2-methyl-1H-imidazol-4-yl)thiophen-3-yl)acetamide). Reaction SMILES: [CH3:1][O:2][C:3]1[CH:8]=[CH:7][C:6]([CH2:9][C:10]([NH:12][C:13]2[CH:17]=[CH:16][S:15][C:14]=2[C:18]2[N:19]=[C:20]([CH3:42])[N:21](C(C3C=CC=CC=3)(C3C=CC=CC=3)C3C=CC=CC=3)[CH:22]=2)=[O:11])=[CH:5][CH:4]=1>C(O)(C(F)(F)F)=O>[CH3:1][O:2][C:3]1[CH:4]=[CH:5][C:6]([CH2:9][C:10]([NH:12][C:13]2[CH:17]=[CH:16][S:15][C:14]=2[C:18]2[N:19]=[C:20]([CH3:42])[NH:21][CH:22]=2)=[O:11])=[CH:7][CH:8]=1. Reported procedure: 2-(4-methoxyphenyl)-N-(2-(2-methyl-1-trityl-1H-imidazol-4-yl)thiophen-3-yl)acetamide (540 mg, 948 mmol) in TFA (10 ml) was stirred for 1 h. The solution was concentrated under reduced pressure and the residue was directly purified by HPLC to yield 2-(4-methoxyphenyl)-N-(2-(2-methyl-1H-imidazol-4-yl)thiophen-3-yl)acetamide. Method [8] Retention time 3.52 min by HPLC (MH+ 328). 1H NMR (300 MHz, DMSO) δ 10.02 (s, 1H), 7.60 (d, J=5.4 Hz, 1H), 7.53 (s, 1H), 7.40 (d, J=5.4 Hz, 1H), 7.23 (d, J=8.7 Hz, ... The reactants are C(C1=CC=CC=C1)OC(CN1C([C@H](CN(C2=C1C=CC=C2)C(CC(=O)C)=O)NC(C2=CC=CC=C2)=O)=O)=O ((3S)-2-oxo-3-benzoylamino-5-acetoacetyl-2,3,4,5-tetrahydro-1H-1,5-benzodiazepine-1-acetic acid benzyl ester), Cl.CN(CCCN=C=NCC)C (1-(3-dimethylaminopropyl)-3-ethylcarbodiimide hydrochloride), C(C1=CC=CC=C1)OC(CN1C([C@H](CNC2=C1C=CC=C2)NC(=O)OC(C)(C)C)=O)=O ((3S)-2-oxo-3-tert-butoxycarbonylamino-2,3,4,5-tetrahydro-1H-1,5-benzodiazepine-1-acetic acid benzyl ester), C(CC(=O)C)(=O)O (acetoacetic acid). The solvent is C(Cl)Cl (CH2Cl2), C(Cl)Cl (CH2Cl2), C(Cl)Cl (CH2Cl2). Procedure details: Method B. (3S)-2-oxo-3-benzoylamino-5-acetoacetyl-2,3,4,5-tetrahydro-1H-1,5-benzodiazepine-1-acetic acid benzyl ester (602g). A 0° C. solution of (3S)-2-oxo-3-(benzoylamino)-2,3,4,5-tetrahydro-1H-1,5-benzodiazepine-1-acetic acid benzyl ester (600b) (465 mg, 1.10 mmol) in CH2Cl2 (5 ml) was treated with acetoacetic acid in 1 ml of CH2Cl2 followed by slow addition of 1-(3-dimethylaminopropyl)-3-ethylcarbodiimide hydrochloride (431 mg, 2.2 mmol) in 2 ml of CH2Cl2 under N2 atmosphere. After 15 min th... Yields the product COC(CN1C([C@H](CN(C2=C1C=CC=C2)C(CCC2=CC=CC=C2)=O)NC(C2=CC=CC=C2)=O)=O)=O ((3S)-2-oxo-3-benzoylamino-5-(3-phenylpropionyl)-2,3,4,5-tetrahydro-1H-1,5-benzo diazepine-1-acetic acid methyl ester). Reaction SMILES: [CH2:1]([O:8][C:9](=[O:38])[CH2:10][N:11]1[C:17]2[CH:18]=[CH:19][CH:20]=[CH:21][C:16]=2[N:15]([C:22](=[O:27])[CH2:23]C(C)=O)[CH2:14][C@H:13]([NH:28]C(=O)C2C=CC=CC=2)[C:12]1=[O:37])C1C=CC=CC=1.[CH2:39](OC(=O)CN1C2C=CC=CC=2NC[C@H](NC(OC(C)(C)C)=O)C1=O)[C:40]1[CH:45]=[CH:44][CH:43]=[CH:42][CH:41]=1.[C:70]([OH:76])(=O)[CH2:71][C:72]([CH3:74])=O.Cl.CN(C)[CH2:80][CH2:81][CH2:82]N=C=NCC>C(Cl)Cl>[CH3:1][O:8][C:9](=[O:38])[CH2:10][N:11]1[C:17]2[CH:18]=[CH:19][CH:20]=[CH:21][C:16]=2[N:15]([C:22](=[O:27])[CH2:23][CH2:39][C:40]2[CH:45]=[CH:44][CH:43]=[CH:42][CH:41]=2)[CH2:14][C@H:13]([NH:28][C:70](=[O:76])[C:71]2[CH:72]=[CH:74][CH:82]=[CH:81][CH:80]=2)[C:12]1=[O:37] |f:3.4|.